From a dataset of the Open Reaction Database (ORD), a public repository of structured organic reaction records. describe an organic reaction: reactants, conditions, products, and yield Run in CO (methanol). Yield: 90.2%. Reactants: O.OC1=CC=C(C(C(=O)[O-])O)C=C1.[Na+] (sodium p-hydroxymandelate monohydrate), [C-]#N.[Na+] (sodium cyanide), C([O-])([O-])=O.[K+].[K+] (potassium carbonate), C(=O)OC (methyl formate), C(=O)OC (methyl formate). As a reaction SMILES: O.[OH:2][C:3]1[CH:13]=[CH:12][C:6]([CH:7](O)[C:8]([O-])=O)=[CH:5][CH:4]=1.[Na+].[C-]#[N:16].[Na+].C(=O)([O-])[O-].[K+].[K+].C(OC)=O>CO>[OH:2][C:3]1[CH:13]=[CH:12][C:6]([CH2:7][C:8]#[N:16])=[CH:5][CH:4]=1 |f:0.1.2,3.4,5.6.7|. Procedure details: A mixture of sodium p-hydroxymandelate monohydrate (208 g.), sodium cyanide (49 g.), potassium carbonate (69 g.), methyl formate (80 ml.) and methanol (300 ml.) is heated under reflux for 8 hours, the temperature being maintained below 58° C. as methyl formate is consumed in the early stages of the reaction by the dropwise addition of further methyl formate (120 ml.). The mixture is cooled and acidified to pH 4 with concentrated aqueous hydrochloric acid (90 ml.), and water (300 ml.) is added dr... The product is OC1=CC=C(CC#N)C=C1 (p-hydroxybenzyl cyanide). Reactants: BrC1=C(C(=NC(=C1C)Br)Cl)N (4,6-dibromo-2-chloro-5-methyl-pyridin-3-ylamine), [H-].[Na+] (NaH), C(C=C)Br (allyl bromide). The reagents and catalysts are [Br-].C(CCC)[N+](CCCC)(CCCC)CCCC (tetrabutylammonium bromide). The solvent is CN1CCCC1=O (NMP). Reaction conditions: time 2 hour. The product is C(C=C)NC=1C(=NC(=C(C1Br)C)Br)Cl (allyl-(4,6-dibromo-2-chloro-5-methyl-pyridin-3-yl)-amine). As a reaction SMILES: [Br:1][C:2]1[C:7]([CH3:8])=[C:6]([Br:9])[N:5]=[C:4]([Cl:10])[C:3]=1[NH2:11].[H-].[Na+].[CH2:14](Br)[CH:15]=[CH2:16]>[Br-].C([N+](CCCC)(CCCC)CCCC)CCC.CN1C(=O)CCC1>[CH2:16]([NH:11][C:3]1[C:4]([Cl:10])=[N:5][C:6]([Br:9])=[C:7]([CH3:8])[C:2]=1[Br:1])[CH:15]=[CH2:14] |f:1.2,4.5|. Reported procedure: To a solution of 4,6-dibromo-2-chloro-5-methyl-pyridin-3-ylamine (9.3 g, 31 mmol) and tetrabutylammonium bromide (1.0 g, 3.1 mmol) in anhydrous NMP (30 mL) is added NaH (60%, 1.5 g, 37.5 mmol) in one portion at 0° C. The mixture is gradually warmed to room temperature and stirred for two hours, then treated with allyl bromide (3.3 mL, 37.5 mmol) at 0° C., and stirred at 60° C. for three hours. The reaction mixture is cooled and partitioned between EtOAc and water. The organic layer is separated ... Starting materials: C1CCOC1, CCC(c1ccccc1)N1Cc2cc3c(cc2CC1C(=O)OC)OCC(c1cccc(OCc2ccc(Cl)c(Cl)c2)c1)O3, CO, Cl, [K+], [OH-]. The product is CCC(c1ccccc1)N1Cc2cc3c(cc2CC1C(=O)O)OCC(c1cccc(OCc2ccc(Cl)c(Cl)c2)c1)O3. As a reaction SMILES: [CH2:49]1[O:50][CH2:51][CH2:52][CH2:53]1.[CH3:1][O:2][C:3](=[O:4])[CH:5]1[N:6]([CH:35]([CH2:36][CH3:37])[c:38]2[cH:39][cH:40][cH:41][cH:42][cH:43]2)[CH2:7][c:8]2[cH:9][c:10]3[c:11]([cH:12][c:13]2[CH2:14]1)[O:15][CH2:16][CH:17]([c:19]1[cH:20][c:21]([O:25][CH2:26][c:27]2[cH:28][c:29]([Cl:34])[c:30]([Cl:33])[cH:31][cH:32]2)[cH:22][cH:23][cH:24]1)[O:18]3.[CH3:47][OH:48].[ClH:46].[K+:45].[OH-:44]>>[O:2]=[C:3]([OH:4])[CH:5]1[N:6]([CH:35]([CH2:36][CH3:37])[c:38]2[cH:39][cH:40][cH:41][cH:42][cH:43]2)[CH2:7][c:8]2[cH:9][c:10]3[c:11]([cH:12][c:13]2[CH2:14]1)[O:15][CH2:16][CH:17]([c:19]1[cH:20][c:21]([O:25][CH2:26][c:27]2[cH:28][c:29]([Cl:34])[c:30]([Cl:33])[cH:31][cH:32]2)[cH:22][cH:23][cH:24]1)[O:18]3. Reactants: Cc1nn(C)c2ncc(C(=O)Cl)c(Cl)c12, CC(C)C(=O)Nc1cccc(C2CCN(CCC(N)c3ccccc3)CC2)c1. The product is Cc1nn(C)c2ncc(C(=O)NC(CCN3CCC(c4cccc(NC(=O)C(C)C)c4)CC3)c3ccccc3)c(Cl)c12. RXN SMILES: [Cl:29][c:30]1[c:31]2[c:32]([n:33][cH:34][c:35]1[C:36](=[O:37])[Cl:38])[n:39]([CH3:43])[n:40][c:41]2[CH3:42].[NH2:1][CH:2]([CH2:3][CH2:4][N:5]1[CH2:6][CH2:7][CH:8]([c:11]2[cH:12][c:13]([NH:17][C:18]([CH:19]([CH3:20])[CH3:21])=[O:22])[cH:14][cH:15][cH:16]2)[CH2:9][CH2:10]1)[c:23]1[cH:24][cH:25][cH:26][cH:27][cH:28]1>>[NH:1]([CH:2]([CH2:3][CH2:4][N:5]1[CH2:6][CH2:7][CH:8]([c:11]2[cH:12][c:13]([NH:17][C:18]([CH:19]([CH3:20])[CH3:21])=[O:22])[cH:14][cH:15][cH:16]2)[CH2:9][CH2:10]1)[c:23]1[cH:24][cH:25][cH:26][cH:27][cH:28]1)[C:36]([c:35]1[c:30]([Cl:29])[c:31]2[c:32]([n:33][cH:34]1)[n:39]([CH3:43])[n:40][c:41]2[CH3:42])=[O:37]. Starting materials: C(C)(=O)N1CCC2=C(CC1)C=CC(=C2)OC (3-acetyl-7-methoxy-2,3,4,5-tetrahydro-1H-3-benzazepine), BrBr (bromine). Run in C(C)(=O)O (acetic acid), C(C)(=O)O (acetic acid). Product: C(C)(=O)N1CCC2=C(CC1)C=C(C(=C2)OC)Br (3-acetyl-8-bromo-7-methoxy-2,3,4,5-tetrahydro-1H-3-benzazepine). RXN SMILES: [C:1]([N:4]1[CH2:10][CH2:9][C:8]2[CH:11]=[CH:12][C:13]([O:15][CH3:16])=[CH:14][C:7]=2[CH2:6][CH2:5]1)(=[O:3])[CH3:2].[Br:17]Br>C(O)(=O)C>[C:1]([N:4]1[CH2:10][CH2:9][C:8]2[CH:11]=[C:12]([Br:17])[C:13]([O:15][CH3:16])=[CH:14][C:7]=2[CH2:6][CH2:5]1)(=[O:3])[CH3:2]. Reported procedure: A solution of 3-acetyl-7-methoxy-2,3,4,5-tetrahydro-1H-3-benzazepine (2.3 g, 0.01 m) in acetic acid (20 ml) is treated with a solution of bromine (1.8 g, 0.011 m) in acetic acid (10 ml). The mixture is warmed to 70° for 1.5 hours, concentrated in vacuo and partitioned between water and ethyl acetate. The ethyl acetate phase is washed, dried with sodium sulfate and concentrated in vacuo to give 3-acetyl-8-bromo-7-methoxy-2,3,4,5-tetrahydro-1H-3-benzazepine. Reactants: O=C(C(Cc1ccccc1)NCc1ccc2[nH]ccc2c1)N1CCN(Cc2ccccc2)CC1, CC(C)=C(Cl)N(C)C, ClCCl, O=C(O)C=Cc1ccc(C(F)(F)F)cc1. Product: O=C(C(Cc1ccccc1)N(Cc1ccc2[nH]ccc2c1)C(=O)C=Cc1ccc(C(F)(F)F)cc1)N1CCN(Cc2ccccc2)CC1. As a reaction SMILES: [CH2:24]([c:25]1[cH:26][cH:27][cH:28][cH:29][cH:30]1)[N:31]1[CH2:32][CH2:33][N:34]([C:37]([CH:38]([CH2:39][c:40]2[cH:41][cH:42][cH:43][cH:44][cH:45]2)[NH:46][CH2:47][c:48]2[cH:49][c:50]3[cH:51][cH:52][nH:53][c:54]3[cH:55][cH:56]2)=[O:57])[CH2:35][CH2:36]1.[Cl:16][C:17]([N:18]([CH3:19])[CH3:20])=[C:21]([CH3:22])[CH3:23].[Cl:58][CH2:59][Cl:60].[F:1][C:2]([c:3]1[cH:4][cH:5][c:6]([CH:7]=[CH:8][C:9](=[O:10])[OH:11])[cH:12][cH:13]1)([F:14])[F:15]>>[F:1][C:2]([c:3]1[cH:4][cH:5][c:6]([CH:7]=[CH:8][C:9](=[O:11])[N:46]([CH:38]([C:37]([N:34]2[CH2:33][CH2:32][N:31]([CH2:24][c:25]3[cH:26][cH:27][cH:28][cH:29][cH:30]3)[CH2:36][CH2:35]2)=[O:57])[CH2:39][c:40]2[cH:41][cH:42][cH:43][cH:44][cH:45]2)[CH2:47][c:48]2[cH:49][c:50]3[cH:51][cH:52][nH:53][c:54]3[cH:55][cH:56]2)[cH:12][cH:13]1)([F:14])[F:15]. Reactants: Brc1csc(Br)c1, CCOCC, [Li]CCCC, CCOC(C)=O, Clc1ncccn1, N#CC1=C(C#N)C(=O)C(Cl)=C(Cl)C1=O. The product is Clc1nccc(-c2cc(Br)cs2)n1. Reaction SMILES: [Br:1][c:2]1[s:3][cH:4][c:5]([Br:7])[cH:6]1.[CH2:34]([O:35][CH2:36][CH3:37])[CH3:38].[CH2:8]([Li:9])[CH2:10][CH2:11][CH3:12].[CH3:39][CH2:40][O:41][C:42](=[O:43])[CH3:44].[Cl:13][c:14]1[n:15][cH:16][cH:17][cH:18][n:19]1.[Cl:20][C:21]1=[C:32]([Cl:33])[C:30](=[O:31])[C:27]([C:28]#[N:29])=[C:24]([C:25]#[N:26])[C:22]1=[O:23]>>[c:2]1(-[c:16]2[n:15][c:14]([Cl:13])[n:19][cH:18][cH:17]2)[s:3][cH:4][c:5]([Br:7])[cH:6]1. The reactants are BrCC1=C(C(=CC=C1)C)Cl (2-Bromomethyl-1-chloro-6-methylbenzene), C1N2CN3CN1CN(C2)C3 (hexamethylenetetramine), C(C)(=O)O.O (acetic acid water), Cl (hydrochloric acid). Yields the product ClC1=C(C=O)C=CC=C1C (2-chloro-3-methylbenzaldehyde). Reaction SMILES: Br[CH2:2][C:3]1[CH:8]=[CH:7][CH:6]=[C:5]([CH3:9])[C:4]=1[Cl:10].C1N2CN3CN(C2)CN1C3.Cl.C(O)(=[O:24])C.O>>[Cl:10][C:4]1[C:5]([CH3:9])=[CH:6][CH:7]=[CH:8][C:3]=1[CH:2]=[O:24] |f:3.4|. Procedure: A suspension of 2-chloro-m-xylene (15 ml), N-bromosuccinimide (23.3 g) and benzoyl peroxide (200 mg) in carbon tetrachloride (150 ml) was heated under reflux for 6 hours. The insoluble material was filtered off and the filtrate was concentrated under reduced pressure. The obtained residue was purified by silica gel column chromatography (eluent:hexane) to give 2-bromomethyl-1-chloro-6-methylbenzene (16.0 g) as a colorless oil. 2-Bromomethyl-1-chloro-6-methylbenzene (25.4 g) and hexamethylenetetr... Starting materials: CC(C)c1ccc(-c2csc(N(CC(=O)OC(C)(C)C)Cc3cccs3)n2)cc1, Cl, C1COCCO1. Yields the product Cl, CC(C)c1ccc(-c2csc(N(CC(=O)O)Cc3cccs3)n2)cc1. Reaction SMILES: [C:1]([CH3:2])([CH3:3])([CH3:4])[O:5][C:6]([CH2:7][N:8]([c:9]1[s:10][cH:11][c:12](-[c:14]2[cH:15][cH:16][c:17]([CH:20]([CH3:21])[CH3:22])[cH:18][cH:19]2)[n:13]1)[CH2:23][c:24]1[s:25][cH:26][cH:27][cH:28]1)=[O:29].[ClH:30].[O:31]1[CH2:32][CH2:33][O:34][CH2:35][CH2:36]1>>[ClH:30].[O:5]=[C:6]([CH2:7][N:8]([c:9]1[s:10][cH:11][c:12](-[c:14]2[cH:15][cH:16][c:17]([CH:20]([CH3:21])[CH3:22])[cH:18][cH:19]2)[n:13]1)[CH2:23][c:24]1[s:25][cH:26][cH:27][cH:28]1)[OH:29]. Reactants: FC=1C=CC2=C(CCO2)C1CCCNC(C)=O (N-[3-[2,3-Dihydro-5-fluorobenzofuran-4-yl]propyl]acetamide), Cl (hydrochloric acid), Cl (hydrogen chloride). The product is Cl.FC=1C=CC2=C(CCO2)C1CCCN (3-(2,3-Dihydro-5-fluorobenzofuran-4-yl)propylamine hydrochloride). RXN SMILES: [F:1][C:2]1[CH:3]=[CH:4][C:5]2[O:9][CH2:8][CH2:7][C:6]=2[C:10]=1[CH2:11][CH2:12][CH2:13][NH:14]C(=O)C.[ClH:18]>>[ClH:18].[F:1][C:2]1[CH:3]=[CH:4][C:5]2[O:9][CH2:8][CH2:7][C:6]=2[C:10]=1[CH2:11][CH2:12][CH2:13][NH2:14] |f:2.3|. Procedure: N-[3-[2,3-Dihydro-5-fluorobenzofuran-4-yl]propyl]acetamide (0.55 g) was heated under reflux in 2M hydrochloric acid (10 ml) for 24 h. The mixture was cooled and washed with dichloromethane, basified with 2M sodium hydroxide and extracted with dichloromethane. Evaporation of the extracts gave an oil which was dissolved in 0.7M methanolic hydrogen chloride (8 ml). Evaporation gave the title compound as a beige solid (0.28 g).